Dataset: the Open Reaction Database (ORD), a public repository of structured organic reaction records. Task: describe an organic reaction: reactants, conditions, products, and yield Reactants: C(C=C)OC(=O)N1[C@@H](C[C@@H](C1)O[Si](C)(C)C(C)(C)C)C=C(C)C1=C(N2C([C@@H]([C@H]2C1)[C@@H](C)O[Si](C)(C)C(C)(C)C)=O)C(=O)OCC=C (allyl (5R,6S)-3-[2-{(2S,4S)-1-allyloxycarbonyl-4-(t-butyldimethylsilyloxy)pyrrolidin-2-yl}-1-methylethenyl]-6-[(1R)-1-t-butyldimethylsilyloxyethyl]-7-oxo-1-azabicyclo[3.2.0]hept-2-ene-2-carboxylate), C(C)(=O)O (acetic acid), solution, [F-].C(CCC)[N+](CCCC)(CCCC)CCCC (tetrabutylammonium fluoride), O (water). Run in O1CCCC1 (tetrahydrofuran), O1CCCC1 (tetrahydrofuran), C(C)(=O)OCC (ethyl acetate). Conditions: time 9 hour. Product: O[C@H](C)[C@@H]1[C@H]2CC(=C(N2C1=O)C(=O)O)C(=C[C@H]1NC[C@H](C1)O)C ((5R,6S)-6-[(1R)-1-hydroxyethyl]-3-[2-{(2S,4S)-4-hydroxypyrrolidin-2-yl}-1-methylethenyl]-7-oxo-1-azabicyclo[3.2.0]hept-2-ene-2-carboxylic acid). Isolated yield 11.4%. As a reaction SMILES: C(OC([N:7]1[CH2:11][C@@H:10]([O:12][Si](C(C)(C)C)(C)C)[CH2:9][C@H:8]1[CH:20]=[C:21]([C:23]1[CH2:29][C@H:28]2[N:25]([C:26](=[O:40])[C@@H:27]2[C@H:30]([O:32][Si](C(C)(C)C)(C)C)[CH3:31])[C:24]=1[C:41]([O:43]CC=C)=[O:42])[CH3:22])=O)C=C.C(O)(=O)C.[F-].C([N+](CCCC)(CCCC)CCCC)CCC.O>O1CCCC1.C(OCC)(=O)C>[OH:32][C@@H:30]([C@H:27]1[C:26](=[O:40])[N:25]2[C@@H:28]1[CH2:29][C:23]([C:21]([CH3:22])=[CH:20][C@@H:8]1[CH2:9][C@H:10]([OH:12])[CH2:11][NH:7]1)=[C:24]2[C:41]([OH:43])=[O:42])[CH3:31] |f:2.3|. Reported procedure: To a solution of allyl (5R,6S)-3-[2-{(2S,4S)-1-allyloxycarbonyl-4-(t-butyldimethylsilyloxy)pyrrolidin-2-yl}-1-methylethenyl]-6-[(1R)-1-t-butyldimethylsilyloxyethyl]-7-oxo-1-azabicyclo[3.2.0]hept-2-ene-2-carboxylate (2.85 g) in tetrahydrofuran (20 ml) were added acetic acid (2.9 ml) and 1.0M solution of tetrabutylammonium fluoride in tetrahydrofuran (25.3 ml) in turn at ambient temperature. After stirring at ambient temperature for 9 hours, the solution was poured into a mixture of water (230 ml)... Reactants: FC1=CC(=C(C=C1)C=1OC(=NN1)C=1C(=NOC1C)C1=CC=CC=C1)OC (2-(4-fluoro-2-methoxy-phenyl)-5-(5-methyl-3-phenyl-isoxazol-4-yl)-[1,3,4]oxadiazole), BrN1C(CCC1=O)=O (N-bromo succinimide), N(=NC(C#N)(C)C)C(C#N)(C)C (2,2′-azobis(2-methylpropionitrile)), N(=NC(C#N)(C)C)C(C#N)(C)C (2,2′-azobis(2-methylpropionitrile)), BrN1C(CCC1=O)=O (N-Bromo succinimide), C[O-].[Na+] (sodium methoxide). The solvent is C(C)(=O)OCC (ethyl acetate), C(Cl)(Cl)(Cl)Cl (carbon tetrachloride). Conditions: temperature 70 celsius, time 4 hour. Product: FC1=CC(=C(C=C1)C=1OC(=NN1)C=1C(=NOC1COC)C1=CC=CC=C1)OC (2-(4-Fluoro-2-methoxy-phenyl)-5-(5-methoxymethyl-3-phenyl-isoxazol-4-yl)-[1,3,4]oxadiazole). The yield is 1.2%. As a reaction SMILES: [F:1][C:2]1[CH:7]=[CH:6][C:5]([C:8]2[O:9][C:10]([C:13]3[C:14]([C:19]4[CH:24]=[CH:23][CH:22]=[CH:21][CH:20]=4)=[N:15][O:16][C:17]=3[CH3:18])=[N:11][N:12]=2)=[C:4]([O:25][CH3:26])[CH:3]=1.BrN1[C:32](=[O:33])CCC1=O.N(C(C)(C)C#N)=NC(C)(C)C#N.C[O-].[Na+]>C(Cl)(Cl)(Cl)Cl.C(OCC)(=O)C>[F:1][C:2]1[CH:7]=[CH:6][C:5]([C:8]2[O:9][C:10]([C:13]3[C:14]([C:19]4[CH:24]=[CH:23][CH:22]=[CH:21][CH:20]=4)=[N:15][O:16][C:17]=3[CH2:18][O:33][CH3:32])=[N:11][N:12]=2)=[C:4]([O:25][CH3:26])[CH:3]=1 |f:3.4|. Procedure details: To a solution of 2-(4-fluoro-2-methoxy-phenyl)-5-(5-methyl-3-phenyl-isoxazol-4-yl)-[1,3,4]oxadiazole (1.95 g, 5.56 mmol) in carbon tetrachloride (20 ml) was added N-bromo succinimide (990 mg, 5.56 mmol) and 2,2′-azobis(2-methylpropionitrile) (46 mg, 0.28 mmol) and the reaction mixture was stirred for 4 h at 70° C. Further 2,2′-azobis(2-methylpropionitrile) (46 mg, 0.28 mmol) was added and stirring was continued for another 14 h at 70° C. N-Bromo succinimide (378 mg, 2.12 mmol) was added and the ...